From a dataset of the Open Reaction Database (ORD), a public repository of structured organic reaction records. describe an organic reaction: reactants, conditions, products, and yield Reactants: C(C(=O)O)(=O)O.FC=1C=C(COC2=CC=C(OC3CCN(CC3)C(=O)OC=3C=NC=C(C3)N3CCC(CC3)C(=O)OCC)C=C2)C=CC1 (5-[4-(ethoxycarbonyl)piperidin-1-yl]pyridin-3-yl 4-{4-[(3-fluorobenzyl)oxy]phenoxy}piperidine-1-carboxylate oxalate), [OH-].[Na+] (sodium hydroxide), Cl (hydrochloric acid). Solvent: C1CCOC1 (THF). Conditions: temperature 60 celsius, time 5 hour. The product is C(C(=O)O)(=O)O.FC=1C=C(COC2=CC=C(OC3CCN(CC3)C(=O)OC=3C=C(C=NC3)N3CCC(CC3)C(=O)O)C=C2)C=CC1 (1-(5-{[(4-{4-[(3-fluorobenzyl)oxy]phenoxy}piperidin-1-yl)carbonyl]oxy}pyridin-3-yl)piperidine-4-carboxylic acid oxalate). Isolated yield 40.4%. Reaction SMILES: [OH-].[Na+].[C:3]([OH:8])(=[O:7])[C:4]([OH:6])=[O:5].[F:9][C:10]1[CH:11]=[C:12]([CH:48]=[CH:49][CH:50]=1)[CH2:13][O:14][C:15]1[CH:47]=[CH:46][C:18]([O:19][CH:20]2[CH2:25][CH2:24][N:23]([C:26]([O:28][C:29]3[CH:30]=[N:31][CH:32]=[C:33]([N:35]4[CH2:40][CH2:39][CH:38]([C:41]([O:43]CC)=[O:42])[CH2:37][CH2:36]4)[CH:34]=3)=[O:27])[CH2:22][CH2:21]2)=[CH:17][CH:16]=1.Cl>C1COCC1>[C:3]([OH:8])(=[O:7])[C:4]([OH:6])=[O:5].[F:9][C:10]1[CH:11]=[C:12]([CH:48]=[CH:49][CH:50]=1)[CH2:13][O:14][C:15]1[CH:16]=[CH:17][C:18]([O:19][CH:20]2[CH2:25][CH2:24][N:23]([C:26]([O:28][C:29]3[CH:34]=[C:33]([N:35]4[CH2:40][CH2:39][CH:38]([C:41]([OH:43])=[O:42])[CH2:37][CH2:36]4)[CH:32]=[N:31][CH:30]=3)=[O:27])[CH2:22][CH2:21]2)=[CH:46][CH:47]=1 |f:0.1,2.3,6.7|. Procedure details: An aqueous 1 M sodium hydroxide solution (3.24 ml) was added to a THF (10 ml) solution containing 5-[4-(ethoxycarbonyl)piperidin-1-yl]pyridin-3-yl 4-{4-[(3-fluorobenzyl)oxy]phenoxy}piperidine-1-carboxylate oxalate (240 mg), followed by stirring at 60° C. for 5 hours. 1 M hydrochloric acid (3.24 ml) was added to the reaction solution and the solvent was evaporated under reduced pressure. The residue was purified by silica gel column chromatography (eluent: chloroform:methanol=10:1 (v/v)). The res... Starting materials: O=C(OC(Cl)(Cl)Cl)OC(Cl)(Cl)Cl, Nc1ccc2nc(NC3CCc4ccccc43)ccc2c1, Cl, NC1CCN(CCC(F)(F)F)CC1. Product: O=C(Nc1ccc2nc(NC3CCc4ccccc43)ccc2c1)NC1CCN(CCC(F)(F)F)CC1. Reaction SMILES: [C:1]([O:2][C:3]([Cl:4])([Cl:5])[Cl:6])([O:7][C:8]([Cl:9])([Cl:10])[Cl:11])=[O:12].[CH:27]1([NH:36][c:37]2[n:38][c:39]3[cH:40][cH:41][c:42]([NH2:47])[cH:43][c:44]3[cH:45][cH:46]2)[CH2:28][CH2:29][c:30]2[cH:31][cH:32][cH:33][cH:34][c:35]21.[ClH:13].[NH2:14][CH:15]1[CH2:16][CH2:17][N:18]([CH2:21][CH2:22][C:23]([F:24])([F:25])[F:26])[CH2:19][CH2:20]1>>[C:1](=[O:12])([NH:14][CH:15]1[CH2:16][CH2:17][N:18]([CH2:21][CH2:22][C:23]([F:24])([F:25])[F:26])[CH2:19][CH2:20]1)[NH:47][c:42]1[cH:41][cH:40][c:39]2[n:38][c:37]([NH:36][CH:27]3[CH2:28][CH2:29][c:30]4[cH:31][cH:32][cH:33][cH:34][c:35]43)[cH:46][cH:45][c:44]2[cH:43]1. Starting materials: CC=1NC(=C(C(C1C(=O)OC)C1=C(C=CC=C1)C)C(=O)OC)C (dimethyl 2,6-dimethyl-4-(o-tolyl)-1,4-dihydropyridine-3,5-dicarboxylate), N1=CC=CC=C1 (pyridine), pyridinium bromide perbromide. The solvent is C(Cl)(Cl)Cl (chloroform). Run at temperature 0 celsius, time 30 minute. Yields the product CC1=C(C(C2=C(N1)COC2=O)C2=C(C=CC=C2)C)C(=O)OC (Methyl 2-methyl-4-(o-tolyl)-5-oxo-1,4,5,7-tetrahydrofuro[3,4-b]pyridine-3-carboxylate). Isolated yield 61.1%. Reaction SMILES: C1C=C[NH+]=CC=1.Br[Br-]Br.[CH3:10][C:11]1[NH:12][C:13]([CH3:32])=[C:14]([C:28]([O:30][CH3:31])=[O:29])[CH:15]([C:21]2[CH:26]=[CH:25][CH:24]=[CH:23][C:22]=2[CH3:27])[C:16]=1[C:17]([O:19]C)=[O:18].N1C=CC=CC=1>C(Cl)(Cl)Cl>[CH3:32][C:13]1[NH:12][C:11]2[CH2:10][O:19][C:17](=[O:18])[C:16]=2[CH:15]([C:21]2[CH:26]=[CH:25][CH:24]=[CH:23][C:22]=2[CH3:27])[C:14]=1[C:28]([O:30][CH3:31])=[O:29] |f:0.1|. Procedure details: In an operation carried out in a manner similar to that described in the preceding example, 1.52 grams of 80 percent pyridinium bromide perbromide (3.81 millimoles) was added in one portion to a solution of 1.00 gram (3.17 millimoles) of dimethyl 2,6-dimethyl-4-(o-tolyl)-1,4-dihydropyridine-3,5-dicarboxylate and 0.40 milliliter of pyridine in 20 milliliters of dry chloroform cooled to 0° C. The mixture was stirred for 30 minutes at 0° C., then at reflux temperature for 1.5 hours. Thereafter, the... Starting materials: SC1=CC=NC=C1 (4-mercaptopyridine), C[O-].[Na+] (sodium methoxide), CO (methanol), COC1=CC=C(COC(=O)C2=C(CS[C@H]3N2C([C@H]3NC(C(=NOC(C)(C)C(=O)OC(C3=CC=CC=C3)C3=CC=CC=C3)C=3N=C(SC3)NC(=O)OC(C)(C)C)=O)=O)CCl)C=C1 (7β-[2-(2-t-butoxycarbonylamino-4-thiazolyl)-2-(1-diphenylmethoxycarbonyl-1-methylethoxyimino)acetamido]-3-chloromethyl-3-cephem-4-carboxylic acid p-methoxybenzyl ester). The solvent is CN(C=O)C (N,N-di-methylformamide), C(C)(=O)OCC (ethyl acetate). Product: COC1=CC=C(COC(=O)C2=C(CS[C@H]3N2C([C@H]3NC(C(=NOC(C)(C)C(=O)OC(C3=CC=CC=C3)C3=CC=CC=C3)C=3N=C(SC3)NC(=O)OC(C)(C)C)=O)=O)CSC3=CC=NC=C3)C=C1 (7β-[2-(2-t-butoxycarbonylamino-4-thiazolyl)-2-(1-diphenylmethoxycarbonyl-1-methylethoxyimino)acetamido]-3-(4-pyridyl)thiomethyl-3-cephem-4-carboxylic acid p-methoxybenzyl ester). Yield: 64.4%. RXN SMILES: [SH:1][C:2]1[CH:7]=[CH:6][N:5]=[CH:4][CH:3]=1.C[O-].[Na+].CO.[CH3:13][O:14][C:15]1[CH:73]=[CH:72][C:18]([CH2:19][O:20][C:21]([C:23]2[N:28]3[C:29](=[O:69])[C@@H:30]([NH:31][C:32](=[O:68])[C:33]([C:55]4[N:56]=[C:57]([NH:60][C:61]([O:63][C:64]([CH3:67])([CH3:66])[CH3:65])=[O:62])[S:58][CH:59]=4)=[N:34][O:35][C:36]([C:39]([O:41][CH:42]([C:49]4[CH:54]=[CH:53][CH:52]=[CH:51][CH:50]=4)[C:43]4[CH:48]=[CH:47][CH:46]=[CH:45][CH:44]=4)=[O:40])([CH3:38])[CH3:37])[C@H:27]3[S:26][CH2:25][C:24]=2[CH2:70]Cl)=[O:22])=[CH:17][CH:16]=1>CN(C)C=O.C(OCC)(=O)C>[CH3:13][O:14][C:15]1[CH:73]=[CH:72][C:18]([CH2:19][O:20][C:21]([C:23]2[N:28]3[C:29](=[O:69])[C@@H:30]([NH:31][C:32](=[O:68])[C:33]([C:55]4[N:56]=[C:57]([NH:60][C:61]([O:63][C:64]([CH3:65])([CH3:67])[CH3:66])=[O:62])[S:58][CH:59]=4)=[N:34][O:35][C:36]([C:39]([O:41][CH:42]([C:49]4[CH:50]=[CH:51][CH:52]=[CH:53][CH:54]=4)[C:43]4[CH:48]=[CH:47][CH:46]=[CH:45][CH:44]=4)=[O:40])([CH3:37])[CH3:38])[C@H:27]3[S:26][CH2:25][C:24]=2[CH2:70][S:1][C:2]2[CH:7]=[CH:6][N:5]=[CH:4][CH:3]=2)=[O:22])=[CH:17][CH:16]=1 |f:1.2|. Reported procedure: To a solution of 4-mercaptopyridine (178 mg; 2 Eq.) in N,N-di-methylformamide (10 ml) at 0° C. are added a solution of sodium methoxide in methanol (1.5 Eq.) and then 7β-[2-(2-t-butoxycarbonylamino-4-thiazolyl)-2-(1-diphenylmethoxycarbonyl-1-methylethoxyimino)acetamido]-3-chloromethyl-3-cephem-4-carboxylic acid p-methoxybenzyl ester (2) (712 mg; 0.8 mMol.), and the mixture is stirred for 15 minutes. The reaction mixture is diluted with ethyl acetate, washed with water, dried and concentrated und... The reactants are [Li]CCCC, CCCCCC, O=Cc1cccc(F)c1, COc1cc(C#N)ccc1F, C1CCOC1, O. Yields the product COc1cc(C#N)cc(C(O)c2cccc(F)c2)c1F. As a reaction SMILES: [CH2:12]([Li:13])[CH2:14][CH2:15][CH3:16].[CH3:32][CH2:33][CH2:34][CH2:35][CH2:36][CH3:37].[F:17][c:18]1[cH:19][c:20]([CH:21]=[O:22])[cH:23][cH:24][cH:25]1.[F:1][c:2]1[c:3]([O:10][CH3:11])[cH:4][c:5]([C:6]#[N:7])[cH:8][cH:9]1.[O:27]1[CH2:28][CH2:29][CH2:30][CH2:31]1.[OH2:26]>>[F:1][c:2]1[c:3]([O:10][CH3:11])[cH:4][c:5]([C:6]#[N:7])[cH:8][c:9]1[CH:21]([c:20]1[cH:19][c:18]([F:17])[cH:25][cH:24][cH:23]1)[OH:22]. Reactants: B, O=C1CCc2cc([N+](=O)[O-])cc(F)c2N1, C1CCOC1, C1CCOC1. Product: O=[N+]([O-])c1cc(F)c2c(c1)CCCN2. RXN SMILES: [BH3:21].[F:1][c:2]1[cH:3][c:4]([N+:13](=[O:14])[O-:15])[cH:5][c:6]2[c:11]1[NH:10][C:9](=[O:12])[CH2:8][CH2:7]2.[O:16]1[CH2:17][CH2:18][CH2:19][CH2:20]1.[O:22]1[CH2:23][CH2:24][CH2:25][CH2:26]1>>[F:1][c:2]1[cH:3][c:4]([N+:13](=[O:14])[O-:15])[cH:5][c:6]2[c:11]1[NH:10][CH2:9][CH2:8][CH2:7]2.